Dataset: the Open Reaction Database (ORD), a public repository of structured organic reaction records. Task: describe an organic reaction: reactants, conditions, products, and yield Reactants: Nc1ncc(Br)cc1[N+](=O)[O-], [Na+], [Na+], O=C([O-])[O-], C1COCCO1, O, OB(O)c1cccnc1. Product: Nc1ncc(-c2cccnc2)cc1[N+](=O)[O-]. Reaction SMILES: [NH2:16][c:17]1[n:18][cH:19][c:20]([Br:26])[cH:21][c:22]1[N+:23](=[O:24])[O-:25].[Na+:10].[Na+:11].[O-:12][C:13](=[O:14])[O-:15].[O:28]1[CH2:29][CH2:30][O:31][CH2:32][CH2:33]1.[OH2:27].[n:1]1[cH:2][c:3]([B:7]([OH:8])[OH:9])[cH:4][cH:5][cH:6]1>>[n:1]1[cH:2][c:3](-[c:20]2[cH:19][n:18][c:17]([NH2:16])[c:22]([N+:23](=[O:24])[O-:25])[cH:21]2)[cH:4][cH:5][cH:6]1. Reactants: N (ammonia), COC(C=1C(C(=O)OC)=CC(=C(C1)N(C1=CC=CC=C1)CC=C)N(C1=CC=CC=C1)CC=C)=O (4,5-bis(N-allylanilino)phthalic acid dimethyl ester), amide, N (ammonia). Run in CO (methanol). Reaction conditions: temperature 120 celsius. Yields the product C(C=C)N(C1=CC=CC=C1)C=1C=C(C(C(=O)N)=CC1N(CC=C)C1=CC=CC=C1)C(=O)O (4,5-Bis-(N-allyl-N-phenylamino)phthalic acid monoamide). Reaction SMILES: CO[C:3](=[O:34])[C:4]1[C:5](=[CH:10][C:11]([N:24]([CH2:31][CH:32]=[CH2:33])[C:25]2[CH:30]=[CH:29][CH:28]=[CH:27][CH:26]=2)=[C:12]([N:14]([CH2:21][CH:22]=[CH2:23])[C:15]2[CH:20]=[CH:19][CH:18]=[CH:17][CH:16]=2)[CH:13]=1)[C:6]([O:8]C)=[O:7].[NH3:35]>CO>[CH2:31]([N:24]([C:11]1[CH:10]=[C:5]([C:6]([OH:8])=[O:7])[C:4](=[CH:13][C:12]=1[N:14]([C:15]1[CH:20]=[CH:19][CH:18]=[CH:17][CH:16]=1)[CH2:21][CH:22]=[CH2:23])[C:3]([NH2:35])=[O:34])[C:25]1[CH:26]=[CH:27][CH:28]=[CH:29][CH:30]=1)[CH:32]=[CH2:33]. Reported procedure: In an autoclave, 457 mg (1 mmol) of 4,5-bis(N-allylanilino)phthalic acid dimethyl ester are dissolved in 5 ml of methanol, and 15 ml of ammonia areused for the purpose of amide formation. The autoclave is closed and then heated at 120° C. for 24 hours, then cooled and opened, and the ammonia is driven off with nitrogen. The residue is rinsed out with ethyl acetate and filtered, and the filtrate is chromatographed on silica gel with hexane/ethyl acetate 3:1. The product fractions are concentrated... Starting materials: O=C(CBr)c1ccccc1, O=C([O-])[O-], [K+], [K+], CCn1ncc(C(=O)c2ccc(S(C)(=O)=O)c(C3=NOCC3)c2C)c1O, CN(C)C=O, O. Yields the product CCn1ncc(C(=O)c2ccc(S(C)(=O)=O)c(C3=NOCC3)c2C)c1OCC(=O)c1ccccc1. RXN SMILES: [Br:33][CH2:34][C:35](=[O:36])[c:37]1[cH:38][cH:39][cH:40][cH:41][cH:42]1.[C:27](=[O:28])([O-:29])[O-:30].[K+:31].[K+:32].[O:1]1[N:2]=[C:3]([c:6]2[c:7]([CH3:26])[c:8]([C:9](=[O:10])[c:11]3[cH:12][n:13][n:14]([CH2:17][CH3:18])[c:15]3[OH:16])[cH:19][cH:20][c:21]2[S:22](=[O:23])(=[O:24])[CH3:25])[CH2:4][CH2:5]1.[O:44]=[CH:45][N:46]([CH3:47])[CH3:48].[OH2:43]>>[O:1]1[N:2]=[C:3]([c:6]2[c:7]([CH3:26])[c:8]([C:9](=[O:10])[c:11]3[cH:12][n:13][n:14]([CH2:17][CH3:18])[c:15]3[O:16][CH2:34][C:35](=[O:36])[c:37]3[cH:38][cH:39][cH:40][cH:41][cH:42]3)[cH:19][cH:20][c:21]2[S:22](=[O:23])(=[O:24])[CH3:25])[CH2:4][CH2:5]1. The reactants are COC1=CC=C(C=C1)C1=C(C(NN=C1C1=CC=C(C=C1)OC)=O)C#N (5,6-bis(4-methoxyphenyl)-4-cyano-2H-pyridazin-3-one). Solvent: C(CCC)Cl (n-butyl chloride). Yields the product COC1=CC=C(C=C1)C1=C(C(N(N=C1C1=CC=C(C=C1)OC)CCCC)=O)C#N (5,6-bis(4-Methoxyphenyl)-2-n-butyl-4-cyano-2H-pyridazin-3-one). Yield: 72.6%. Reaction SMILES: [CH3:1][O:2][C:3]1[CH:8]=[CH:7][C:6]([C:9]2[C:14]([C:15]3[CH:20]=[CH:19][C:18]([O:21][CH3:22])=[CH:17][CH:16]=3)=[N:13][NH:12][C:11](=[O:23])[C:10]=2[C:24]#[N:25])=[CH:5][CH:4]=1>C(Cl)CCC>[CH3:1][O:2][C:3]1[CH:8]=[CH:7][C:6]([C:9]2[C:14]([C:15]3[CH:20]=[CH:19][C:18]([O:21][CH3:22])=[CH:17][CH:16]=3)=[N:13][N:12]([CH2:8][CH2:3][CH2:4][CH3:5])[C:11](=[O:23])[C:10]=2[C:24]#[N:25])=[CH:5][CH:4]=1. Procedure: Using 5,6-bis(4-methoxyphenyl)-4-cyano-2H-pyridazin-3-one and n-butyl chloride as starting materials, the procedures of Example 1 were repeated likewise, whereby the title compound was obtained in a yield of 72.6%. The reactants are C(C1=CC=CC=C1)C1CC=C(CC1)N1CCCC1 (1-(4-benzyl-cyclohex-1-enyl)-pyrrolidine), BrCC(=O)OCC (ethyl bromoacetate), O1CCOCC1 (dioxane). The product is C(C)OC(CC1C(CCC(C1)CC1=CC=CC=C1)=O)=O ((5-benzyl-2-oxo-cyclohexyl)-acetic acid ethyl ester). Reaction SMILES: [CH2:1]([CH:8]1[CH2:13][CH2:12][C:11](N2CCCC2)=[CH:10][CH2:9]1)[C:2]1[CH:7]=[CH:6][CH:5]=[CH:4][CH:3]=1.Br[CH2:20][C:21]([O:23][CH2:24][CH3:25])=[O:22].[O:26]1CCOCC1>>[CH2:24]([O:23][C:21](=[O:22])[CH2:20][CH:10]1[CH2:9][CH:8]([CH2:1][C:2]2[CH:3]=[CH:4][CH:5]=[CH:6][CH:7]=2)[CH2:13][CH2:12][C:11]1=[O:26])[CH3:25]. Procedure details: A solution of 8 g of the crude 1-(4-benzyl-cyclohex-1-enyl)-pyrrolidine and 7 g of ethyl bromoacetate in 20 mL of dioxane was heated at reflux for 12 h, cooled and concentrated under reduced pressure. The residue was diluted with 10 mL of water and 10 mL of 10% sulfuric acid and extracted into 2×100 mL of ether. The combined extracts were dried over magnesium sulfate and concentrated under reduced pressure. Evaporative distillation at oven temperature 150-170° C. at 1 mm gave 8 g of (5-benzyl-2-... Reactants: CC(C)(C)OC(=O)N1CCC(c2ccc(CO)cc2)CC1, C1CCOC1, Cc1cc(O)ccc1-c1ccccc1, c1ccc(P(c2ccccc2)c2ccccc2)cc1. Yields the product Cc1cc(OCc2ccc(C3CCN(C(=O)OC(C)(C)C)CC3)cc2)ccc1-c1ccccc1. As a reaction SMILES: [C:15]([CH3:16])([CH3:17])([CH3:18])[O:19][C:20](=[O:21])[N:22]1[CH2:23][CH2:24][CH:25]([c:28]2[cH:29][cH:30][c:31]([CH2:34][OH:35])[cH:32][cH:33]2)[CH2:26][CH2:27]1.[CH2:55]1[O:56][CH2:57][CH2:58][CH2:59]1.[c:1]1(-[c:7]2[c:8]([CH3:14])[cH:9][c:10]([OH:13])[cH:11][cH:12]2)[cH:2][cH:3][cH:4][cH:5][cH:6]1.[c:36]1([P:37]([c:38]2[cH:39][cH:40][cH:41][cH:42][cH:43]2)[c:44]2[cH:45][cH:46][cH:47][cH:48][cH:49]2)[cH:50][cH:51][cH:52][cH:53][cH:54]1>>[c:1]1(-[c:7]2[c:8]([CH3:14])[cH:9][c:10]([O:13][CH2:34][c:31]3[cH:30][cH:29][c:28]([CH:25]4[CH2:24][CH2:23][N:22]([C:20]([O:19][C:15]([CH3:16])([CH3:17])[CH3:18])=[O:21])[CH2:27][CH2:26]4)[cH:33][cH:32]3)[cH:11][cH:12]2)[cH:2][cH:3][cH:4][cH:5][cH:6]1. Starting materials: ( 1 ), ( 1 ), CN[C@H](C(=O)OC)CC=C ((S)-Methyl 2-(methylamino)pent-4-enoate), C(C)OC1=C(SC=C1)C(=O)O (3-ethoxythiophene-2-carboxylic acid). Product: C(C)OC1=C(SC=C1)C(=O)N(C)[C@H](C(=O)OC)CC=C ((S)-methyl 2-(3-ethoxy-N-methylthiophene-2-carboxamido)pent-4-enoate). Reaction SMILES: [CH3:1][NH:2][C@@H:3]([CH2:8][CH:9]=[CH2:10])[C:4]([O:6][CH3:7])=[O:5].[CH2:11]([O:13][C:14]1[CH:18]=[CH:17][S:16][C:15]=1[C:19]([OH:21])=O)[CH3:12]>>[CH2:11]([O:13][C:14]1[CH:18]=[CH:17][S:16][C:15]=1[C:19]([N:2]([C@@H:3]([CH2:8][CH:9]=[CH2:10])[C:4]([O:6][CH3:7])=[O:5])[CH3:1])=[O:21])[CH3:12]. Procedure: Step N (1): (S)-Methyl 2-(methylamino)pent-4-enoate from Step G (1) and 3-ethoxythiophene-2-carboxylic acid were coupled according to the procedure outlined in Step A (1). The product was purified using silica gel column chromatography to provide 80 mg (quantitative yield) of (S)-methyl 2-(3-ethoxy-N-methylthiophene-2-carboxamido)pent-4-enoate. LC-MS (M+H)+=298.29; 1H NMR (300 MHz, CDCl3) δ ppm 1.32 (t, J=6.77 Hz, 3H) 2.48-2.64 (m, 1H) 2.68-2.82 (m, 1H) 3.01 (s, 3H) 3.72 (s, 3H) 4.06 (q, J=6.83 ...